Dataset: the Open Reaction Database (ORD), a public repository of structured organic reaction records. Task: describe an organic reaction: reactants, conditions, products, and yield Starting materials: NC1C(N(C2=C(C(=N1)C1=CC=CC=C1)C=CC=C2)C)=O (3(R,S)-amino-1,3-dihydro-1-methyl-5-phenyl-2H-1,4-benzodiazepin-2-one), C1(=CC=CC=C1)CN=C=O (phenylmethylisocyanate). Run in O1CCCC1 (tetrahydrofuran). Conditions: time 8 hour. Yields the product CN1C(C(N=C(C2=C1C=CC=C2)C2=CC=CC=C2)NC(=O)NCC2=CC=CC=C2)=O (N-(2,3-Dihydro-1-methyl-2-oxo-5-phenyl-1H-1,4-benzodiazepin-3-yl)-N'-phenylmethylurea). As a reaction SMILES: [NH2:1][CH:2]1[N:8]=[C:7]([C:9]2[CH:14]=[CH:13][CH:12]=[CH:11][CH:10]=2)[C:6]2[CH:15]=[CH:16][CH:17]=[CH:18][C:5]=2[N:4]([CH3:19])[C:3]1=[O:20].[C:21]1([CH2:27][N:28]=[C:29]=[O:30])[CH:26]=[CH:25][CH:24]=[CH:23][CH:22]=1>O1CCCC1>[CH3:19][N:4]1[C:5]2[CH:18]=[CH:17][CH:16]=[CH:15][C:6]=2[C:7]([C:9]2[CH:14]=[CH:13][CH:12]=[CH:11][CH:10]=2)=[N:8][CH:2]([NH:1][C:29]([NH:28][CH2:27][C:21]2[CH:26]=[CH:25][CH:24]=[CH:23][CH:22]=2)=[O:30])[C:3]1=[O:20]. Reported procedure: Equimolar amounts of 3(R,S)-amino-1,3-dihydro-1-methyl-5-phenyl-2H-1,4-benzodiazepin-2-one and phenylmethylisocyanate were mixed in 8 ml of dry tetrahydrofuran at room temperature. The reaction mixture was allowed to stand for 8 hours and was then filtered. The collected solids were washed with tetrahydrofuran and dried in vacuo over P2O5 to give the analytical product: m.p. 240°-242° C. Reactants: ClC1=NC(=CC(=N1)Cl)C (2,4-dichloro-6-methylpyrimidine), CC1NCCC2=C1SC=C2 (7-methyl-4,5,6,7-tetrahydrothieno[2,3-c]pyridine). The product is CC1=CC(=NC(=N1)Cl)N1C(C2=C(CC1)C=CS2)C (6-Methyl-4-(7-methyl-4,5,6,7-tetrahydrothieno[2,3-c]pyridin-6-yl)-2-chloropyrimidine). Isolated yield 41.4%. RXN SMILES: [Cl:1][C:2]1[N:7]=[C:6](Cl)[CH:5]=[C:4]([CH3:9])[N:3]=1.[CH3:10][CH:11]1[C:16]2[S:17][CH:18]=[CH:19][C:15]=2[CH2:14][CH2:13][NH:12]1>>[CH3:9][C:4]1[N:3]=[C:2]([Cl:1])[N:7]=[C:6]([N:12]2[CH2:13][CH2:14][C:15]3[CH:19]=[CH:18][S:17][C:16]=3[CH:11]2[CH3:10])[CH:5]=1. Reported procedure: In accordance with the same procedure as in Step 1 of Example 1, except that 2,4-dichloro-6-methylpyrimidine(3.1 g, 19 mmol) and 7-methyl-4,5,6,7-tetrahydrothieno[2,3-c]pyridine (2.9 g, 19 mmol) in Preparation 1 were used as starting materials, 2.2 g of the titled compound was obtained as white crystal. (Yield: 41%) Reactants: CCOC(=O)C=CC1CCCN1C(=O)OC(C)(C)C, CC(C)C[AlH]CC(C)C, CCOC(C)=O, ClCCl. Yields the product CC(C)(C)OC(=O)N1CCCC1C=CCO. Reaction SMILES: [C:1]([CH3:2])([CH3:3])([CH3:4])[O:5][C:6](=[O:7])[N:8]1[CH:9]([CH:13]=[CH:14][C:15](=[O:16])[O:17][CH2:18][CH3:19])[CH2:10][CH2:11][CH2:12]1.[CH3:23][CH:24]([CH2:25][AlH:26][CH2:27][CH:28]([CH3:29])[CH3:30])[CH3:31].[CH3:32][CH2:33][O:34][C:35]([CH3:36])=[O:37].[Cl:20][CH2:21][Cl:22]>>[C:1]([CH3:2])([CH3:3])([CH3:4])[O:5][C:6](=[O:7])[N:8]1[CH:9]([CH:13]=[CH:14][CH2:15][OH:16])[CH2:10][CH2:11][CH2:12]1. Reactants: C(C)(C)N=C=NC(C)C (N,N′-diisopropylcarbodiimide), Cl.Cl.NC[C@@]1(CN2CCC1CC2)O ((S)-3-(aminomethyl)quinuclidin-3-ol dihydrochloride), C(=O)([O-])[O-].[Cs+].[Cs+] (Cs2CO3), ClC=1C=C(C=CC1)C1=NC=NC(=C1)N=C=S (4-(3-chlorophenyl)-6-isothiocyanatopyrimidine). Solvent: CN(C=O)C (N,N-dimethylformamide), CO (methanol). Conditions: time 30 minute. The product is [OH-].[NH4+].C(C)(=O)OCC (ammonium hydroxide ethyl acetate), ClC=1C=C(C=CC1)C1=CC(=NC=N1)NC=1O[C@]2(CN3CCC2CC3)CN1 ((R)—N-(6-(3-chlorophenyl)pyrimidin-4-yl)-4H-1′-azaspiro[oxazole-5,3′-bicyclo[2.2.2]octan]-2-amine). Isolated yield 91.3%. As a reaction SMILES: Cl.Cl.[NH2:3][CH2:4][C@@:5]1([OH:13])[CH:10]2[CH2:11][CH2:12][N:7]([CH2:8][CH2:9]2)[CH2:6]1.[C:14]([O-:17])([O-])=[O:15].[Cs+].[Cs+].[Cl:20][C:21]1[CH:22]=[C:23]([C:27]2[CH:32]=[C:31]([N:33]=[C:34]=S)[N:30]=[CH:29][N:28]=2)[CH:24]=[CH:25][CH:26]=1.C(N=C=NC(C)C)(C)C>CN(C)C=O.CO>[OH-:13].[NH4+:3].[C:14]([O:17][CH2:4][CH3:5])(=[O:15])[CH3:21].[Cl:20][C:21]1[CH:22]=[C:23]([C:27]2[N:28]=[CH:29][N:30]=[C:31]([NH:33][C:34]3[O:13][C@:5]4([CH2:4][N:3]=3)[CH:10]3[CH2:9][CH2:8][N:7]([CH2:12][CH2:11]3)[CH2:6]4)[CH:32]=2)[CH:24]=[CH:25][CH:26]=1 |f:0.1.2,3.4.5,10.11.12|. Reported procedure: To (S)-3-(aminomethyl)quinuclidin-3-ol dihydrochloride (0.111 g, 0.484 mmol) in N,N-dimethylformamide (15 mL) was added Cs2CO3 (0.395 g, 1.211 mmol) and 4-(3-chlorophenyl)-6-isothiocyanatopyrimidine (0.12 g, 0.484 mmol). The suspension was stirred at room temperature for 30 minutes. N,N′-diisopropylcarbodiimide (0.226 mL, 1.453 mmol) was then added and the mixture was continued to stir at room temperature for 18 hours. The mixture was concentrated and purified by silica gel chromatography (5-25%... The reactants are CCCCCC, ClCCl, CCOC(=O)c1cc2ccc3ccc4ccccc4c3c2o1. Product: OCc1cc2ccc3ccc4ccccc4c3c2o1. RXN SMILES: [CH3:26][CH2:27][CH2:28][CH2:29][CH2:30][CH3:31].[Cl:23][CH2:24][Cl:25].[o:1]1[c:2]2[c:3]([cH:4][c:5]1[C:6](=[O:7])[O:8][CH2:9][CH3:10])[cH:11][cH:12][c:13]1[cH:14][cH:15][c:16]3[cH:17][cH:18][cH:19][cH:20][c:21]3[c:22]21>>[o:1]1[c:2]2[c:3]([cH:4][c:5]1[CH2:6][OH:7])[cH:11][cH:12][c:13]1[cH:14][cH:15][c:16]3[cH:17][cH:18][cH:19][cH:20][c:21]3[c:22]21. Starting materials: Cl (hydrochloric acid), FC(C1=C(C=C(C=N1)CNC(OC(C)(C)C)=O)C(NC=1NC(=C(N1)C)C1=CC=C(C=C1)C(F)(F)F)=O)F (tert-butyl N-[[6-(difluoromethyl)-5-[[4-methyl-5-[4-(trifluoromethyl)phenyl]-1H-imidazol-2-yl]carbamoyl]-3-pyridyl]methyl]carbamate). Run in O (water). Run at time 8 hour. Product: NCC=1C=C(C(=NC1)C(F)F)C(=O)NC=1NC(=C(N1)C)C1=CC=C(C=C1)C(F)(F)F (5-(Aminomethyl)-2-(difluoromethyl)-N-[4-methyl-5-[4-(trifluoromethyl)phenyl]-1H-imidazol-2-yl]pyridine-3-carboxamide). Yield: 57.2%. Reaction SMILES: Cl.[F:2][CH:3]([F:38])[C:4]1[N:9]=[CH:8][C:7]([CH2:10][NH:11]C(=O)OC(C)(C)C)=[CH:6][C:5]=1[C:19](=[O:37])[NH:20][C:21]1[NH:22][C:23]([C:27]2[CH:32]=[CH:31][C:30]([C:33]([F:36])([F:35])[F:34])=[CH:29][CH:28]=2)=[C:24]([CH3:26])[N:25]=1>O>[NH2:11][CH2:10][C:7]1[CH:6]=[C:5]([C:19]([NH:20][C:21]2[NH:22][C:23]([C:27]3[CH:32]=[CH:31][C:30]([C:33]([F:36])([F:35])[F:34])=[CH:29][CH:28]=3)=[C:24]([CH3:26])[N:25]=2)=[O:37])[C:4]([CH:3]([F:38])[F:2])=[N:9][CH:8]=1. Procedure details: Add hydrochloric acid (10 mL, 40.0 mmol, 4 M in 1,4 dioxane) to tert-butyl N-[[6-(difluoromethyl)-5-[[4-methyl-5-[4-(trifluoromethyl)phenyl]-1H-imidazol-2-yl]carbamoyl]-3-pyridyl]methyl]carbamate (0.212 g, 0.403 mmol) and stir overnight. Dilute with water, and extract with Et2O. Adjust the pH to ˜8 with a saturated sodium bicarbonate aqueous solution. Extract with EtOAc (3×30 mL). Dry the organic extracts over sodium sulfate; filter; collect the filtrate; and concentrate the filtrate under reduc... Procedure details: 3-(2-Chlorophenyl)-2-methyl-5-(trifluoromethyl)quinoxaline (0.9969 g, 3.089 mmol) and 1,3-dibromo-5,5-dimethylhydantoin (0.5299 g, 1.853 mmol) were suspended in carbon tetrachloride (30.89 mL, 3.089 mmol). To the mixture was added benzoyl peroxide (0.09977 g, 0.3089 mmol) and the mixture was heated at reflux. After 20 h, the mixture was cooled to room temperature and concentrated under reduced pressure. The residue was purified by silica gel column chromatography on a 80 g of Redi-Sep™ column us... The reactants are ClC1=C(C=CC=C1)C=1C(=NC2=CC=CC(=C2N1)C(F)(F)F)C (3-(2-Chlorophenyl)-2-methyl-5-(trifluoromethyl)quinoxaline), C(C1=CC=CC=C1)(=O)OOC(C1=CC=CC=C1)=O (benzoyl peroxide), BrN1C(=O)N(C(=O)C1(C)C)Br (1,3-dibromo-5,5-dimethylhydantoin), C(Cl)(Cl)(Cl)Cl (carbon tetrachloride). Reaction conditions: time 20 hour. Product: BrCC1=NC2=CC=CC(=C2N=C1C1=C(C=CC=C1)Cl)C(F)(F)F (2-(bromomethyl)-3-(2-chlorophenyl)-5-(trifluoromethyl)-quinoxaline). Reaction SMILES: [Cl:1][C:2]1[CH:7]=[CH:6][CH:5]=[CH:4][C:3]=1[C:8]1[C:9]([CH3:22])=[N:10][C:11]2[C:16]([N:17]=1)=[C:15]([C:18]([F:21])([F:20])[F:19])[CH:14]=[CH:13][CH:12]=2.[Br:23]N1C(C)(C)C(=O)N(Br)C1=O.C(Cl)(Cl)(Cl)Cl.C(OOC(=O)C1C=CC=CC=1)(=O)C1C=CC=CC=1>>[Br:23][CH2:22][C:9]1[C:8]([C:3]2[CH:4]=[CH:5][CH:6]=[CH:7][C:2]=2[Cl:1])=[N:17][C:16]2[C:11](=[CH:12][CH:13]=[CH:14][C:15]=2[C:18]([F:21])([F:19])[F:20])[N:10]=1. Reactants: O=C(O)c1ccc2c(c1)OCO2, Fc1cc(COC2CCNCC2C(c2ccccc2)c2ccccc2)cc(C(F)(F)F)c1, Cl. Product: O=C(c1ccc2c(c1)OCO2)N1CCC(OCc2cc(F)cc(C(F)(F)F)c2)C(C(c2ccccc2)c2ccccc2)C1. Reaction SMILES: [C:34]([c:35]1[cH:36][c:37]2[c:41]([cH:42][cH:43]1)[O:40][CH2:39][O:38]2)(=[O:44])[OH:45].[CH:2]([c:3]1[cH:4][cH:5][cH:6][cH:7][cH:8]1)([c:9]1[cH:10][cH:11][cH:12][cH:13][cH:14]1)[CH:15]1[CH2:16][NH:17][CH2:18][CH2:19][CH:20]1[O:21][CH2:22][c:23]1[cH:24][c:25]([F:33])[cH:26][c:27]([C:29]([F:30])([F:31])[F:32])[cH:28]1.[ClH:1]>>[CH:2]([c:3]1[cH:4][cH:5][cH:6][cH:7][cH:8]1)([c:9]1[cH:10][cH:11][cH:12][cH:13][cH:14]1)[CH:15]1[CH2:16][N:17]([C:34]([c:35]2[cH:36][c:37]3[c:41]([cH:42][cH:43]2)[O:40][CH2:39][O:38]3)=[O:44])[CH2:18][CH2:19][CH:20]1[O:21][CH2:22][c:23]1[cH:24][c:25]([F:33])[cH:26][c:27]([C:29]([F:30])([F:31])[F:32])[cH:28]1. Reactants: Cl[O-].[Na+] (sodium hypochlorite), C1CCOC1 (THF), C(C1=CC=CC=C1)OC=1C=C(C=C(C1)C)\C=N\O ((E)-1-(3-(benzyloxy)-5-methylphenyl)-N-hydroxymethanimine), C=C(C(=O)OC(C)(C)C)CC(=O)OC(C)(C)C (di-tert-butyl 2-methylenesuccinate). Solvent: C(C)(=O)OCC (ethyl acetate), O (water). Conditions: time 3 day. Product: C(C1=CC=CC=C1)OC=1C=C(C=C(C1)C)C1=NOC(C1)(C(=O)OC(C)(C)C)CC(=O)OC(C)(C)C (tert-Butyl 3-(3-(benzyloxy)-5-methylphenyl)-5-(2-tert-butoxy-2-oxoethyl)-4,5-dihydro-1,2-oxazole-5-carboxylate). Yield: 84.4%. RXN SMILES: Cl[O-].[Na+].C1COCC1.[CH2:9]([O:16][C:17]1[CH:18]=[C:19](/[CH:24]=[N:25]/[OH:26])[CH:20]=[C:21]([CH3:23])[CH:22]=1)[C:10]1[CH:15]=[CH:14][CH:13]=[CH:12][CH:11]=1.[CH2:27]=[C:28]([CH2:36][C:37]([O:39][C:40]([CH3:43])([CH3:42])[CH3:41])=[O:38])[C:29]([O:31][C:32]([CH3:35])([CH3:34])[CH3:33])=[O:30]>C(OCC)(=O)C.O>[CH2:9]([O:16][C:17]1[CH:18]=[C:19]([C:24]2[CH2:27][C:28]([CH2:36][C:37]([O:39][C:40]([CH3:41])([CH3:43])[CH3:42])=[O:38])([C:29]([O:31][C:32]([CH3:35])([CH3:33])[CH3:34])=[O:30])[O:26][N:25]=2)[CH:20]=[C:21]([CH3:23])[CH:22]=1)[C:10]1[CH:15]=[CH:14][CH:13]=[CH:12][CH:11]=1 |f:0.1|. Reported procedure: An aqueous sodium hypochlorite solution (5%, 2715 mg) was added dropwise to a THF (4 mL) solution of (E)-1-(3-(benzyloxy)-5-methylphenyl)-N-hydroxymethanimine (400 mg) and di-tert-butyl 2-methylenesuccinate (402 mg) at 0 C, and the obtained mixture was stirred at 0 C for 2 hours and subsequently at room temperature for 3 days. The reaction mixture was diluted with ethyl acetate, and water was added thereto. The organic layer was washed with brine and dried over anhydrous magnesium sulfate, and t...